The task is: describe an organic reaction: reactants, conditions, products, and yield. This data is from the Open Reaction Database (ORD), a public repository of structured organic reaction records. Starting materials: CCCc1cc(NC(=O)OC(C)(C)C)c(NC(=O)CC(=O)c2cccc(-c3cc(C)nc(C)c3)c2)cc1C(F)(F)F, ClCCl, O=C(O)C(F)(F)F. The product is CCCc1cc2c(cc1C(F)(F)F)NC(=O)CC(c1cccc(-c3cc(C)nc(C)c3)c1)=N2. As a reaction SMILES: [C:1]([O:2][C:3](=[O:4])[NH:7][c:8]1[c:9]([NH:21][C:22]([CH2:23][C:24](=[O:5])[c:26]2[cH:27][c:28](-[c:32]3[cH:33][c:34]([CH3:39])[n:35][c:36]([CH3:38])[cH:37]3)[cH:29][cH:30][cH:31]2)=[O:40])[cH:10][c:11]([C:17]([F:18])([F:19])[F:20])[c:12]([CH2:14][CH2:15][CH3:16])[cH:13]1)([CH3:6])([CH3:25])[CH3:41].[Cl:49][CH2:50][Cl:51].[F:42][C:43]([F:44])([F:45])[C:46]([OH:47])=[O:48]>>[N:7]1=[C:24]([c:26]2[cH:27][c:28](-[c:32]3[cH:33][c:34]([CH3:39])[n:35][c:36]([CH3:38])[cH:37]3)[cH:29][cH:30][cH:31]2)[CH2:23][C:22](=[O:40])[NH:21][c:9]2[c:8]1[cH:13][c:12]([CH2:14][CH2:15][CH3:16])[c:11]([C:17]([F:18])([F:19])[F:20])[cH:10]2. Starting materials: C1CCOC1, CCCCCC(O)C=CC1CCC(=O)N1CCCCOCC(=O)OC, CO, Cl, [Li+], [OH-], O. Yields the product CCCCCC(O)C=CC1CCC(=O)N1CCCCOCC(=O)O. Reaction SMILES: [CH2:31]1[O:32][CH2:33][CH2:34][CH2:35]1.[CH3:1][O:2][C:3]([CH2:4][O:5][CH2:6][CH2:7][CH2:8][CH2:9][N:10]1[CH:11]([CH:16]=[CH:17][CH:18]([CH2:19][CH2:20][CH2:21][CH2:22][CH3:23])[OH:24])[CH2:12][CH2:13][C:14]1=[O:15])=[O:25].[CH3:29][OH:30].[ClH:28].[Li+:26].[OH-:27].[OH2:36]>>[O:2]=[C:3]([CH2:4][O:5][CH2:6][CH2:7][CH2:8][CH2:9][N:10]1[CH:11]([CH:16]=[CH:17][CH:18]([CH2:19][CH2:20][CH2:21][CH2:22][CH3:23])[OH:24])[CH2:12][CH2:13][C:14]1=[O:15])[OH:25].